From a dataset of the Open Reaction Database (ORD), a public repository of structured organic reaction records. describe an organic reaction: reactants, conditions, products, and yield Reactants: C([O-])([O-])=O.[K+].[K+] (potassium carbonate), BrCCC=C (4-bromo-1-butene), OCC1=CC=C(C=C1)O (4-(Hydroxymethyl)phenol). The solvent is CN(C=O)C (N,N-dimethylformamide). Conditions: temperature 70 celsius, time 4 hour. The product is C(C=C)(=O)OC1=CC=C(C=C1)CO ([4-(2-propenoyloxy)phenyl]methanol). The yield is 30.0%. RXN SMILES: [OH:1][CH2:2][C:3]1[CH:8]=[CH:7][C:6]([OH:9])=[CH:5][CH:4]=1.[C:10](=[O:13])([O-])[O-].[K+].[K+].Br[CH2:17][CH2:18]C=C>CN(C)C=O>[C:10]([O:9][C:6]1[CH:7]=[CH:8][C:3]([CH2:2][OH:1])=[CH:4][CH:5]=1)(=[O:13])[CH:17]=[CH2:18] |f:1.2.3|. Procedure: 4-(Hydroxymethyl)phenol (620 mg, 5.0 mmol) was dissolved in N,N-dimethylformamide (25 ml) and potassium carbonate (1.38 g, 10.0 mmol) and 4-bromo-1-butene (1.08 g, 8.0 mmol) were added thereto. After stirring at 70° C. for 4 hours, the reaction solution was extracted with ethyl acetate. The organic layer was washed with a saturated aqueous solution of sodium chloride, dried over anhydrous magnesium sulfate, and concentrated under reduced pressure. The residue was purified by flash column chromat... Run at time 8 hour. Yields the product C(#C)C1=CC=C(C=C1)C#CC1=CC=C(C=C1)C (1-ethynyl-4-(4-methylphenylethynyl)benzene). Reaction SMILES: C[Si]([C:5]#[C:6][C:7]1[CH:12]=[CH:11][C:10]([C:13]#[C:14][C:15]2[CH:20]=[CH:19][C:18]([CH3:21])=[CH:17][CH:16]=2)=[CH:9][CH:8]=1)(C)C.C(=O)([O-])[O-].[K+].[K+].CO>C(Cl)Cl>[C:6]([C:7]1[CH:12]=[CH:11][C:10]([C:13]#[C:14][C:15]2[CH:16]=[CH:17][C:18]([CH3:21])=[CH:19][CH:20]=2)=[CH:9][CH:8]=1)#[CH:5] |f:1.2.3|. Reported procedure: Into a 100 ml round bottom flask was placed a mixture of 1.43 g (0.005 mole) of 1-(trimethylsilylethynyl)-4-(4-methylphenylethynyl)benzene, 1.37 g (0.01 mole) potassium carbonate, 20 ml of methanol and 20 ml of methylene chloride. The mixture was stirred at room temperature under nitrogen overnight. The dark brown suspension was filtered and the filtrate was washed twice with water (20 ml each). The aqueous layers were combined and extracted twice with methylene chloride (10 ml each). The methyl... Starting materials: C[Si](C)(C)C#CC1=CC=C(C=C1)C#CC1=CC=C(C=C1)C (1-(trimethylsilylethynyl)-4-(4-methylphenylethynyl)benzene), C([O-])([O-])=O.[K+].[K+] (potassium carbonate), CO (methanol). The yield is 64.7%. The solvent is C(Cl)Cl (methylene chloride). Reactants: [OH-].[NH4+] (ammonium hydroxide), S(O)(O)(=O)=O (sulfuric acid), C1CCN2C1C1=CC=CC=C1CC2 (1,2,3,5,6,10b-hexahydropyrrolo[2,1-a]isoquinoline), Cl.C(C)(C)O (isopropanol-HCl), [N+](=O)([O-])[O-].[K+] (potassium nitrate). The solvent is C(C)(C)O (isopropanol). Conditions: time 3 hour. Product: Cl.[N+](=O)([O-])C1=CC=C2CCN3C(C2=C1)CCC3 (9-Nitro-1,2,3,5,6,10b-hexahydropyrrolo[2,1-a]isoquinoline hydrochloride). As a reaction SMILES: S(=O)(=O)(O)O.[CH2:6]1[CH:10]2[C:11]3[C:16]([CH2:17][CH2:18][N:9]2[CH2:8][CH2:7]1)=[CH:15][CH:14]=[CH:13][CH:12]=3.[N+:19]([O-])([O-:21])=[O:20].[K+].[OH-].[NH4+].[ClH:26].C(O)(C)C>C(O)(C)C>[ClH:26].[N+:19]([C:13]1[CH:12]=[C:11]2[C:16]([CH2:17][CH2:18][N:9]3[CH2:8][CH2:7][CH2:6][CH:10]32)=[CH:15][CH:14]=1)([O-:21])=[O:20] |f:2.3,4.5,6.7,9.10|. Procedure: To concentrated sulfuric acid (200 ml) at -10° C. was added portionwise 1,2,3,5,6,10b-hexahydropyrrolo[2,1-a]isoquinoline (20.5 g, 118 mmol) over 2 h. After addition was complete, potassium nitrate (11.6 g, 0.115 mol) was added portionwise over 3 h. The reaction mixture was stirred for an additional 3 h and then poured onto ice and made basic with concentrated ammonium hydroxide. The product was extracted twice with dichloromethane. The dried (magnesium sulfate) organic phase was concentrated to... Starting materials: ClC1=CC=CC2=C1C(OC(=N2)C(F)(F)F)=O (5-chloro-2-trifluoromethyl-3,1-benzoxazin-4-one), C(C)N(C=CC)CC (1-diethylaminoprop-1-ene). Product: FC(C1=NC2=C(C(=CC=C2C=C1C)Cl)C(=O)O)(F)F (2-trifluoromethyl-3-methyl-7-chloroquinoline-8-carboxylic acid). Isolated yield 41.0%. As a reaction SMILES: [Cl:1][C:2]1[C:7]2[C:8](=[O:16])[O:9][C:10]([C:12]([F:15])([F:14])[F:13])=[N:11][C:6]=2[CH:5]=[CH:4][CH:3]=1.C(N(CC)[CH:20]=[CH:21][CH3:22])C>>[F:13][C:12]([F:15])([F:14])[C:10]1[C:21]([CH3:22])=[CH:20][C:5]2[C:6](=[C:7]([C:8]([OH:9])=[O:16])[C:2]([Cl:1])=[CH:3][CH:4]=2)[N:11]=1. Procedure: 2-trifluoromethyl-3-methyl-7-chloroquinoline-8-carboxylic acid of melting point 186°-188° C. is prepared, in a yield of 41%, from 5-chloro-2-trifluoromethyl-3,1-benzoxazin-4-one and 1-diethylaminoprop-1-ene, using a method similar to that described in Example 3. Starting materials: C(C)(C)(C)OC(=O)N[C@@H](CC(C)C)C(=O)N1[C@H](C(=O)OC)CC[C@@H]1C#C[Si](C)(C)C (methyl N-(tert-butoxycarbonyl)-L-leucyl-(5R)-5-((trimethylsilyl)ethynyl)-L-prolinate), [OH-].[Li+] (lithium hydroxide). Solvent: Cl (HCl), O1CCOCC1 (dioxane). Run at time 6 hour. Yields the product C(C)(C)(C)OC(=O)N[C@@H](CC(C)C)C(=O)N1[C@H](C(=O)O)CC[C@@H]1C#C (N-(tert-butoxycarbonyl)-L-leucyl-(5R)-5-ethynyl-L-proline). Reaction SMILES: [C:1]([O:5][C:6]([NH:8][C@H:9]([C:14]([N:16]1[C@@H:24]([C:25]#[C:26][Si](C)(C)C)[CH2:23][CH2:22][C@H:17]1[C:18]([O:20]C)=[O:19])=[O:15])[CH2:10][CH:11]([CH3:13])[CH3:12])=[O:7])([CH3:4])([CH3:3])[CH3:2].[OH-].[Li+]>O1CCOCC1.Cl>[C:1]([O:5][C:6]([NH:8][C@H:9]([C:14]([N:16]1[C@@H:24]([C:25]#[CH:26])[CH2:23][CH2:22][C@H:17]1[C:18]([OH:20])=[O:19])=[O:15])[CH2:10][CH:11]([CH3:13])[CH3:12])=[O:7])([CH3:4])([CH3:2])[CH3:3] |f:1.2|. Procedure details: To a solution of methyl N-(tert-butoxycarbonyl)-L-leucyl-(5R)-5-((trimethylsilyl)ethynyl)-L-prolinate (1.24 g, 2.83 mmol) in dioxane (12 mL) at room temperature was added a solution of 2 M lithium hydroxide (3 mL, 6.0 mmol). The resulting mixture was stirred at room temperature for 6 hours. The reaction was diluted with 1 M HCl solution (50 mL), and the aqueous mixture was extracted with ethyl acetate (3×50 mL). The combined organic layers were dried (sodium sulfate), filtered, and concentrated ...